Dataset: the Open Reaction Database (ORD), a public repository of structured organic reaction records. Task: describe an organic reaction: reactants, conditions, products, and yield Starting materials: C(C1=CC=CC=C1)OC(=O)N1CCC(CC1)C=1C=C(C=CC1)CC=O (3-[1-(benzyloxycarbonyl)-piperidin-4-yl]phenylacetaldehyde), P(=O)(O)(O)[O-].[Na+] (sodium dihydrogenphosphate), Cl(=O)[O-].[Na+] (sodium chlorite). The solvent is O (water), O (water), CS(=O)C (dimethyl sulfoxide), O (water). The product is C(C1=CC=CC=C1)OC(=O)N1CCC(CC1)C=1C=C(C=CC1)CC(=O)O (3-[1-(benzyloxycarbonyl)piperidin-4-yl]phenylacetic acid). The yield is 95.5%. RXN SMILES: [CH2:1]([O:8][C:9]([N:11]1[CH2:16][CH2:15][CH:14]([C:17]2[CH:18]=[C:19]([CH2:23][CH:24]=[O:25])[CH:20]=[CH:21][CH:22]=2)[CH2:13][CH2:12]1)=[O:10])[C:2]1[CH:7]=[CH:6][CH:5]=[CH:4][CH:3]=1.P([O-])(O)(O)=[O:27].[Na+].Cl([O-])=O.[Na+]>O.CS(C)=O>[CH2:1]([O:8][C:9]([N:11]1[CH2:12][CH2:13][CH:14]([C:17]2[CH:18]=[C:19]([CH2:23][C:24]([OH:27])=[O:25])[CH:20]=[CH:21][CH:22]=2)[CH2:15][CH2:16]1)=[O:10])[C:2]1[CH:7]=[CH:6][CH:5]=[CH:4][CH:3]=1 |f:1.2,3.4|. Procedure details: To a solution of 2.0 g of 3-[1-(benzyloxycarbonyl)-piperidin-4-yl]phenylacetaldehyde and 1.0 g of sodium dihydrogenphosphate in 10 ml of water and 50 ml of dimethyl sulfoxide was added a solution of 2.0 g of sodium chlorite in water (10 ml) and the resulting mixture was reacted at room temperature for 20 minutes. After adding water, the reaction mixture was extracted with ethyl acetate, washed with a saturated aqueous solution of sodium chloride and dried over anhydrous magnesium sulfate. After ... The reactants are COc1ccc(Cn2nnnc2C(=O)Nc2cccc(OCCCOc3ccc(C(C)=O)c(O)c3CCC(F)(F)F)c2C#N)cc1, COc1ccccc1, O=C(O)C(F)(F)F. Product: CC(=O)c1ccc(OCCCOc2cccc(NC(=O)c3nnn[nH]3)c2C#N)c(CCC(F)(F)F)c1O. Reaction SMILES: [C:1]([CH3:2])(=[O:3])[c:4]1[c:5]([OH:46])[c:6]([CH2:40][CH2:41][C:42]([F:43])([F:44])[F:45])[c:7]([O:8][CH2:9][CH2:10][CH2:11][O:12][c:13]2[c:14]([C:36]#[N:37])[c:15]([NH:19][C:20](=[O:21])[c:22]3[n:23][n:24][n:25][n:26]3[CH2:27][c:28]3[cH:29][cH:30][c:31]([O:32][CH3:33])[cH:34][cH:35]3)[cH:16][cH:17][cH:18]2)[cH:38][cH:39]1.[CH3:54][O:55][c:56]1[cH:57][cH:58][cH:59][cH:60][cH:61]1.[OH:47][C:48]([C:49]([F:50])([F:51])[F:52])=[O:53]>>[C:1]([CH3:2])(=[O:3])[c:4]1[c:5]([OH:46])[c:6]([CH2:40][CH2:41][C:42]([F:43])([F:44])[F:45])[c:7]([O:8][CH2:9][CH2:10][CH2:11][O:12][c:13]2[c:14]([C:36]#[N:37])[c:15]([NH:19][C:20](=[O:21])[c:22]3[n:23][n:24][n:25][nH:26]3)[cH:16][cH:17][cH:18]2)[cH:38][cH:39]1. Starting materials: C=CCn1c(C)cc2cc(C#N)nc(N3CCc4ccccc4C3)c21, CN(C)C=O, ClCCl, O=P(Cl)(Cl)Cl. Yields the product C=CCn1c(C)c(C=O)c2cc(C#N)nc(N3CCc4ccccc4C3)c21. Reaction SMILES: [CH2:6]([CH:7]=[CH2:8])[n:9]1[c:10]([CH3:30])[cH:11][c:12]2[c:13]1[c:14]([N:20]1[CH2:21][c:22]3[cH:23][cH:24][cH:25][cH:26][c:27]3[CH2:28][CH2:29]1)[n:15][c:16]([C:18]#[N:19])[cH:17]2.[CH3:31][N:32]([CH:33]=[O:34])[CH3:35].[Cl:36][CH2:37][Cl:38].[P:1]([Cl:2])([Cl:3])([Cl:4])=[O:5]>>[CH2:6]([CH:7]=[CH2:8])[n:9]1[c:10]([CH3:30])[c:11]([CH:33]=[O:34])[c:12]2[c:13]1[c:14]([N:20]1[CH2:21][c:22]3[cH:23][cH:24][cH:25][cH:26][c:27]3[CH2:28][CH2:29]1)[n:15][c:16]([C:18]#[N:19])[cH:17]2. Reactants: CC(=O)OC1CSC(Oc2cncc(Br)c2)C(OC(C)=O)C1OC(C)=O, COc1ncc(B(O)O)cn1. The product is COc1ncc(-c2cncc(OC3SCC(OC(C)=O)C(OC(C)=O)C3OC(C)=O)c2)cn1. As a reaction SMILES: [C:1]([CH3:2])(=[O:3])[O:4][CH:5]1[CH:6]([O:7][c:8]2[cH:9][n:10][cH:11][c:12]([Br:14])[cH:13]2)[S:15][CH2:16][CH:17]([O:23][C:24]([CH3:25])=[O:26])[CH:18]1[O:19][C:20]([CH3:21])=[O:22].[CH3:27][O:28][c:29]1[n:30][cH:31][c:32]([B:35]([OH:36])[OH:37])[cH:33][n:34]1>>[C:1]([CH3:2])(=[O:3])[O:4][CH:5]1[CH:6]([O:7][c:8]2[cH:9][n:10][cH:11][c:12](-[c:32]3[cH:31][n:30][c:29]([O:28][CH3:27])[n:34][cH:33]3)[cH:13]2)[S:15][CH2:16][CH:17]([O:23][C:24]([CH3:25])=[O:26])[CH:18]1[O:19][C:20]([CH3:21])=[O:22]. Starting materials: C(C1=CC=CC=C1)N (benzylamine), ice water, C([O-])([O-])=O.[K+].[K+] (potassium carbonate), ClC=1SC(=C(N1)Cl)[N+](=O)[O-] (2,4-dichloro-5-nitrothiazole). The solvent is C(C)#N (acetonitrile), C(C)#N (acetonitrile). Product: C(C1=CC=CC=C1)NC=1SC(=C(N1)Cl)[N+](=O)[O-] (2-benzylamino-4-chloro-5-nitrothiazole). The yield is 95.7%. Reaction SMILES: C(=O)([O-])[O-].[K+].[K+].Cl[C:8]1[S:9][C:10]([N+:14]([O-:16])=[O:15])=[C:11]([Cl:13])[N:12]=1.[CH2:17]([NH2:24])[C:18]1[CH:23]=[CH:22][CH:21]=[CH:20][CH:19]=1>C(#N)C>[CH2:17]([NH:24][C:8]1[S:9][C:10]([N+:14]([O-:16])=[O:15])=[C:11]([Cl:13])[N:12]=1)[C:18]1[CH:23]=[CH:22][CH:21]=[CH:20][CH:19]=1 |f:0.1.2|. Reported procedure: 7.0 g (0.051 mol) of anhydrous potassium carbonate are added to a solution of 12.0 g (0.06 mol) of 2,4-dichloro-5-nitrothiazole in 50 ml of acetonitrile. A mixture of 5.35 g (0.05 mol) of benzylamine and 50 ml of acetonitrile is then added dropwise at 15° C. to 20° C. in the course of about half an hour and the mixture is subsequently stirred at room temperature for a further hour. It is then heated at the reflux temperature for 15 minutes, cooled to room temperature and stirred into about 500 m...